Dataset: the Open Reaction Database (ORD), a public repository of structured organic reaction records. Task: describe an organic reaction: reactants, conditions, products, and yield Starting materials: CCOP(=O)(CP(=O)(OCC)OCC)OCC, CN(C)C=O, Cl, [H-], [Na+], O, COc1cc(COc2nc(-c3ccccc3)ncc2C=O)ccc1OCc1nc(-c2ccco2)oc1C. Product: CCOP(=O)(C=Cc1cnc(-c2ccccc2)nc1OCc1ccc(OCc2nc(-c3ccco3)oc2C)c(OC)c1)OCC. As a reaction SMILES: [CH2:38]([P:39]([O:40][CH2:41][CH3:42])([O:43][CH2:44][CH3:45])=[O:46])[P:47](=[O:48])([O:49][CH2:50][CH3:51])[O:52][CH2:53][CH3:54].[CH3:59][N:60]([CH3:61])[CH:62]=[O:63].[ClH:57].[H-:55].[Na+:56].[OH2:58].[o:1]1[c:2](-[c:6]2[o:7][c:8]([CH3:37])[c:9]([CH2:11][O:12][c:13]3[c:14]([O:35][CH3:36])[cH:15][c:16]([CH2:17][O:18][c:19]4[n:20][c:21](-[c:27]5[cH:28][cH:29][cH:30][cH:31][cH:32]5)[n:22][cH:23][c:24]4[CH:25]=[O:26])[cH:33][cH:34]3)[n:10]2)[cH:3][cH:4][cH:5]1>>[o:1]1[c:2](-[c:6]2[o:7][c:8]([CH3:37])[c:9]([CH2:11][O:12][c:13]3[c:14]([O:35][CH3:36])[cH:15][c:16]([CH2:17][O:18][c:19]4[n:20][c:21](-[c:27]5[cH:28][cH:29][cH:30][cH:31][cH:32]5)[n:22][cH:23][c:24]4[CH:25]=[CH:38][P:39]([O:40][CH2:41][CH3:42])([O:43][CH2:44][CH3:45])=[O:46])[cH:33][cH:34]3)[n:10]2)[cH:3][cH:4][cH:5]1. Starting materials: C(C)OC(=O)[C@H](CCC)N[C@H](C(=O)N1C2CCC([C@H]1C(N)=O)CC2)C ((3S)-2-{(S)-2-[(S)-1-(ETHOXYCARBONYL)-BUTYLAMINO]PROPIONYL}-3-CARBAMOYL-2-AZABICYCLO[2.2.2]OCTANE), Cl (hydrochloric acid). The solvent is [OH-].[Na+] (sodium hydroxide). Reaction conditions: time 24 hour. Yields the product C(=O)(O)[C@H](CCC)N[C@H](C(=O)N1C2CCC([C@H]1C(N)=O)CC2)C ((3S)-2-{(S)-2-[(S)-1-CARBOXYBUTYLAMINO]-PROPIONYL}-3-CARBAMOYL-2-AZABICYCLO-[2.2.2]OCTANE). The yield is 94.0%. As a reaction SMILES: C([O:3][C:4]([C@@H:6]([NH:10][C@@H:11]([CH3:25])[C:12]([N:14]1[C@H:19]([C:20](=[O:22])[NH2:21])[CH:18]2[CH2:23][CH2:24][CH:15]1[CH2:16][CH2:17]2)=[O:13])[CH2:7][CH2:8][CH3:9])=[O:5])C.Cl>[OH-].[Na+]>[C:4]([C@@H:6]([NH:10][C@@H:11]([CH3:25])[C:12]([N:14]1[C@H:19]([C:20](=[O:22])[NH2:21])[CH:18]2[CH2:23][CH2:24][CH:15]1[CH2:16][CH2:17]2)=[O:13])[CH2:7][CH2:8][CH3:9])([OH:5])=[O:3] |f:2.3|. Reported procedure: 4.25 mmol (1.5 g) of the compound obtained in Example 1 are dissolved in 50 cm3 of 0.1N sodium hydroxide. The solution is left for 24 hours at room temperature, neutralized by adding 1N hydrochloric acid and then evaporated to dryness. The residue is taken up with 50 cm3 of isopropanol, filtered and evaporated, then taken up in 40 cm3 of water. The expected product is obtained after lyophilization. Reactants: [BH4-], CN(C)CCCOc1ccccc1C=NCCc1ccccc1, CO, [Na+]. Yields the product CN(C)CCCOc1ccccc1CNCCc1ccccc1. RXN SMILES: [BH4-:24].[CH3:1][N:2]([CH2:3][CH2:4][CH2:5][O:6][c:7]1[c:8]([CH:13]=[N:14][CH2:15][CH2:16][c:17]2[cH:18][cH:19][cH:20][cH:21][cH:22]2)[cH:9][cH:10][cH:11][cH:12]1)[CH3:23].[CH3:26][OH:27].[Na+:25]>>[CH3:1][N:2]([CH2:3][CH2:4][CH2:5][O:6][c:7]1[c:8]([CH2:13][NH:14][CH2:15][CH2:16][c:17]2[cH:18][cH:19][cH:20][cH:21][cH:22]2)[cH:9][cH:10][cH:11][cH:12]1)[CH3:23]. Reaction SMILES: [CH:1]1([NH:4][C:5](=O)[CH2:6][CH2:7][C:8]2[CH:13]=[CH:12][C:11]([F:14])=[CH:10][CH:9]=2)[CH2:3][CH2:2]1.[Li].O.O.O.O.O.O.O.O.O.O.S([O-])([O-])(=O)=O.[Na+].[Na+]>O1CCCC1>[CH:1]1([NH:4][CH2:5][CH2:6][CH2:7][C:8]2[CH:9]=[CH:10][C:11]([F:14])=[CH:12][CH:13]=2)[CH2:2][CH2:3]1.[CH2:1]([NH:4][CH2:5][CH2:6][CH2:7][C:8]1[CH:9]=[CH:10][C:11]([F:14])=[CH:12][CH:13]=1)[CH2:2][CH3:3] |f:2.3.4.5.6.7.8.9.10.11.12.13.14,^1:15|. Procedure details: To a stirred solution of N-cyclopropyl-3-(4-fluorophenyl)propionamide (4.3 g, 20.8 mmoles) in 30 mL of dry tetrahydrofuran at 0° C. was added 1 equivalent of lithium aluminumhydride in tetrahydrofuran dropwise, and the mixture was refluxed for 2 hours. After cooling to room temperature was added sodium sulfate decahydrate slowly and the mixture was stirred for 0.5 hours. It was filtered through a plug of Celite® and evaporated to give an oily residue. It was purified by clolumn chromatography on... Product: C1(CC1)NCCCC1=CC=C(C=C1)F (N-cyclopropyl-3-(4-fluorophenyl)propylamine), C(CC)NCCCC1=CC=C(C=C1)F (N-propyl-3-(4-fluorophenyl)propylamine). Reaction conditions: time 0.5 hour. The solvent is O1CCCC1 (tetrahydrofuran), O1CCCC1 (tetrahydrofuran). Reactants: O.O.O.O.O.O.O.O.O.O.S(=O)(=O)([O-])[O-].[Na+].[Na+] (sodium sulfate decahydrate), C1(CC1)NC(CCC1=CC=C(C=C1)F)=O (N-cyclopropyl-3-(4-fluorophenyl)propionamide), [Li] (lithium).